This data is from the Open Reaction Database (ORD), a public repository of structured organic reaction records. The task is: describe an organic reaction: reactants, conditions, products, and yield Reactants: ClC1=CC=C(OC(C(=O)OC)C2=CC=C(C=C2)OC2=CC=C(C=C2)Cl)C=C1 (methyl (p-chlorophenoxy)[p-(p-chlorophenoxy)phenyl]acetate), C(C)I (ethyl iodide), ClC1=CC=C(OC(C(=O)OC)(C)C2=CC=C(C=C2)OC2=CC=C(C=C2)Cl)C=C1 (Methyl 2-(p-chlorophenoxy)-2-[p-(p-chlorophenoxy)phenyl]propionate), CN(P(=O)(N(C)C)N(C)C)C (hexamethylphosphoramide). Run in O1CCCC1 (tetrahydrofuran), O (water), O1CCCC1 (tetrahydrofuran). Run at time 1 hour. Yields the product ClC1=CC=C(OC(C(=O)OC)(CC)C2=CC=C(C=C2)OC2=CC=C(C=C2)Cl)C=C1 (Methyl 2-(p-chlorophenoxy)-2-[p-(p-chlorophenoxy)phenyl]butyrate). As a reaction SMILES: [Cl:1][C:2]1[CH:28]=[CH:27][C:5]([O:6][C:7]([C:13]2[CH:18]=[CH:17][C:16]([O:19][C:20]3[CH:25]=[CH:24][C:23]([Cl:26])=[CH:22][CH:21]=3)=[CH:15][CH:14]=2)([CH3:12])[C:8]([O:10][CH3:11])=[O:9])=[CH:4][CH:3]=1.Cl[C:30]1C=CC(OC(C2C=CC(OC3C=CC(Cl)=CC=3)=CC=2)C(OC)=O)=CC=1.CN(C)P(N(C)C)(N(C)C)=O.C(I)C>O1CCCC1.O>[Cl:1][C:2]1[CH:28]=[CH:27][C:5]([O:6][C:7]([C:13]2[CH:18]=[CH:17][C:16]([O:19][C:20]3[CH:21]=[CH:22][C:23]([Cl:26])=[CH:24][CH:25]=3)=[CH:15][CH:14]=2)([CH2:12][CH3:30])[C:8]([O:10][CH3:11])=[O:9])=[CH:4][CH:3]=1. Procedure details: A solution of 0.015 mole of lithium N,N-diisopropylamide (prepared as in example 55) in tetrahydrofuran is chilled to -65° C to -75° C. To the solution is added methyl (p-chlorophenoxy)[p-(p-chlorophenoxy)phenyl]acetate in 10 ml of tetrahydrofuran. To the mixture is added 5 ml of hexamethylphosphoramide and while chilling to -65° C to -75° C, 4.68 g of ethyl iodide is added. After 1 hr., the mixture is allowed to warm to room temperature and stir overnight. The mixture is poured into water and e...